This data is from the Open Reaction Database (ORD), a public repository of structured organic reaction records. The task is: describe an organic reaction: reactants, conditions, products, and yield Run in CO (methanol). Reactants: CC1=C(C=CC=C1)C1N(C(CC1)C1=CC=CC=C1)C(CNC(NC=1C=C(C=CC1)CC(=O)OC)=O)=O (methyl (2RS,5SR)-3-{3-{2-[2-(2-methylphenyl)-5-phenyl-1-pyrrolidinyl]-2-oxoethyl}ureido}phenylacetate). The product is CC1=C(C=CC=C1)C1N(C(CC1)C1=CC=CC=C1)C(CNC(NC=1C=C(C=CC1)CC(=O)O)=O)=O ((2RS,5SR)-3-{3-{2-[2-(2-methylphenyl)-5-phenyl-1-pyrrolidinyl]-2-oxoethyl}ureido}phenylacetic acid). RXN SMILES: [CH3:1][C:2]1[CH:7]=[CH:6][CH:5]=[CH:4][C:3]=1[CH:8]1[CH2:12][CH2:11][CH:10]([C:13]2[CH:18]=[CH:17][CH:16]=[CH:15][CH:14]=2)[N:9]1[C:19](=[O:36])[CH2:20][NH:21][C:22](=[O:35])[NH:23][C:24]1[CH:25]=[C:26]([CH2:30][C:31]([O:33]C)=[O:32])[CH:27]=[CH:28][CH:29]=1>CO>[CH3:1][C:2]1[CH:7]=[CH:6][CH:5]=[CH:4][C:3]=1[CH:8]1[CH2:12][CH2:11][CH:10]([C:13]2[CH:14]=[CH:15][CH:16]=[CH:17][CH:18]=2)[N:9]1[C:19](=[O:36])[CH2:20][NH:21][C:22](=[O:35])[NH:23][C:24]1[CH:25]=[C:26]([CH2:30][C:31]([OH:33])=[O:32])[CH:27]=[CH:28][CH:29]=1. Isolated yield 64.7%. Procedure details: By proceeding in a fashion similar to that described in Example 9, but starting from 3.5 g of methyl (2RS,5SR)-3-{3-{2-[2-(2-methylphenyl)-5-phenyl-1-pyrrolidinyl]-2-oxoethyl}ureido}phenylacetate in solution in 60 cm3 of methanol and 0.56 g of potassium hydroxide in solution in 11 cm3 of water, and after treatment and recrystallization in ethyl acetate, 2.2 g of (2RS,5SR)-3-{3-{2-[2-(2-methylphenyl)-5-phenyl-1-pyrrolidinyl]-2-oxoethyl}ureido}phenylacetic acid, melting at 133° C., are obtained. RXN SMILES: [NH2:1][C@H:2]([C:10]([OH:12])=[O:11])[CH2:3][CH2:4][CH2:5][NH:6][C:7]([NH2:9])=[O:8].[CH:13]1([C:19](Cl)=[O:20])[CH2:18][CH2:17][CH2:16][CH2:15][CH2:14]1.Cl>[OH-].[Na+]>[CH:13]1([C:19]([NH:1][C@H:2]([C:10]([OH:12])=[O:11])[CH2:3][CH2:4][CH2:5][NH:6][C:7]([NH2:9])=[O:8])=[O:20])[CH2:18][CH2:17][CH2:16][CH2:15][CH2:14]1 |f:3.4|. Reaction conditions: temperature 25 celsius. The solvent is [OH-].[Na+] (sodium hydroxide). The yield is 77.5%. The product is C1(CCCCC1)C(=O)N[C@@H](CCCNC(=O)N)C(=O)O (N-cyclohexanoyl-(L)-citrulline). Procedure: L-Citrulline (35.2 g., 0.2 mole) was dissolved in 200 mL of 2 N sodium hydroxide. Cyclohexanoyl chloride (29 mL, 0.2 mole) was added dropwise to the mixture. The reaction mixture was maintained at about 25° C. for 1 hour. The mixture was then acidified to pH 2.6 with aqueous (4:1) hydrochloric acid. The precipitate which formed was separated by decantation. The solids were dissolved in 2 N sodium hydroxide to pH 6.5 and dried by lyophilization to furnish 44.2 g of N-cyclohexanoyl-(L)-citrulline.... The reactants are C1(CCCCC1)C(=O)Cl (Cyclohexanoyl chloride), N[C@@H](CCCNC(=O)N)C(=O)O (L-Citrulline), Cl (hydrochloric acid). Starting materials: COC=1C=C2C(CC(O2)C)=C(C1)N (2,3-dihydro-6-methoxy-2-methyl-4-benzofuranamine), C(C)(=O)Cl (acetyl chloride), C(C)(C)OC(C)C.C(C)O (isopropyl ether ethyl alcohol). Yields the product COC1=CC2=C(CC(O2)C)C(=C1)NC(C)=O (N-(2,3-dihydro-6-methoxy-2-methyl-4-benzofuranyl)acetamide). RXN SMILES: [CH3:1][O:2][C:3]1[CH:4]=[C:5]2[O:9][CH:8]([CH3:10])[CH2:7][C:6]2=[C:11]([NH2:13])[CH:12]=1.[C:14](Cl)(=[O:16])[CH3:15].C(OC(C)C)(C)C.C(O)C>>[CH3:1][O:2][C:3]1[CH:12]=[C:11]([NH:13][C:14](=[O:16])[CH3:15])[C:6]2[CH2:7][CH:8]([CH3:10])[O:9][C:5]=2[CH:4]=1 |f:2.3|. Reported procedure: This compound is prepared according to the procedures of example 10 by reacting 2,3-dihydro-6-methoxy-2-methyl-4-benzofuranamine with acetyl chloride. M.p. 104° C. (from isopropyl ether/ethyl alcohol).